Dataset: the Open Reaction Database (ORD), a public repository of structured organic reaction records. Task: describe an organic reaction: reactants, conditions, products, and yield Reactants: CNS(=O)(=O)C=1C=C(CN)C=CC1 (3-methylsulfamoylbenzylamine), FC1=CC=C(C=C1)C1=NC=C(C(=N1)C)C(=O)O (2-(4-fluorophenyl)-4-methylpyrimidine-5-carboxylic acid), O-(7-azabenzotriazol-1-yl)-N,N,N,N-tetramethyluronium hexafluorophosphate, C(C)(C)N(CC)C(C)C (diisopropylethylamine). The solvent is CN(C)C=O (DMF), CN(C)C=O (DMF). Run at time 30 minute. Product: CNS(=O)(=O)C=1C=C(CNC(=O)C=2C(=NC(=NC2)C2=CC=C(C=C2)F)C)C=CC1 (2-(4-fluorophenyl)-4-methylpyrimidine-5-carboxylic acid 3-methylsulfamoyl-benzylamide). Yield: 50.7%. RXN SMILES: [F:1][C:2]1[CH:7]=[CH:6][C:5]([C:8]2[N:13]=[C:12]([CH3:14])[C:11]([C:15]([OH:17])=O)=[CH:10][N:9]=2)=[CH:4][CH:3]=1.C(N(C(C)C)CC)(C)C.[CH3:27][NH:28][S:29]([C:32]1[CH:33]=[C:34]([CH:37]=[CH:38][CH:39]=1)[CH2:35][NH2:36])(=[O:31])=[O:30]>CN(C=O)C>[CH3:27][NH:28][S:29]([C:32]1[CH:33]=[C:34]([CH:37]=[CH:38][CH:39]=1)[CH2:35][NH:36][C:15]([C:11]1[C:12]([CH3:14])=[N:13][C:8]([C:5]2[CH:4]=[CH:3][C:2]([F:1])=[CH:7][CH:6]=2)=[N:9][CH:10]=1)=[O:17])(=[O:30])=[O:31]. Reported procedure: A mixture of 2-(4-fluorophenyl)-4-methylpyrimidine-5-carboxylic acid (232 mg, 1 mmol) and O-(7-azabenzotriazol-1-yl)-N,N,N,N-tetramethyluronium hexafluorophosphate (380 mg 1 mmol) in dry DMF (12 mL) is treated with diisopropylethylamine (0.18 mL) and stirred at room temperature for 30 min. A solution of 3-methylsulfamoylbenzylamine (300 mg, 1.5 mmol) in dry DMF (1.5 mL) is added and the mixture is stirred at room temperature for 24 hours. The solvent is removed and the residue is partitioned bet... The reactants are FC1=CC=C(C=C1)C(C1=C(C=CC=C1Cl)N1C(=NC(=C1CO)C)CN(C)C)=O (4'-fluoro-6-chloro-2-[2-[(dimethylamino)methyl]-4-methyl-5-hydroxymethylimidazol-1-yl]benzophenone), N(=NC(=O)OCC)C(=O)OCC (diethyl azodicarboxylate), C1(=CC=CC=C1)P(C1=CC=CC=C1)C1=CC=CC=C1 (triphenylphosphine), C1(C=2C(C(N1)=O)=CC=CC2)=O (phthalimide). Product: ClC=1C(=C(C=CC1)N1C(=NC(=C1CN1C(C=2C(C1=O)=CC=CC2)=O)C)CN(C)C)C(C2=CC=C(C=C2)F)=O (N-[[1-[3-chloro-2-(4-fluorobenzoyl)phenyl]-2-[(dimethylamino)methyl]-4-methylimidazol-5-yl]methyl]phthalimide). RXN SMILES: [F:1][C:2]1[CH:7]=[CH:6][C:5]([C:8](=[O:28])[C:9]2[C:14]([Cl:15])=[CH:13][CH:12]=[CH:11][C:10]=2[N:16]2[C:20]([CH2:21]O)=[C:19]([CH3:23])[N:18]=[C:17]2[CH2:24][N:25]([CH3:27])[CH3:26])=[CH:4][CH:3]=1.C1(P(C2C=CC=CC=2)C2C=CC=CC=2)C=CC=CC=1.[C:48]1(=[O:58])[NH:52][C:51](=[O:53])[C:50]2=[CH:54][CH:55]=[CH:56][CH:57]=[C:49]12.N(C(OCC)=O)=NC(OCC)=O>>[Cl:15][C:14]1[C:9]([C:8](=[O:28])[C:5]2[CH:4]=[CH:3][C:2]([F:1])=[CH:7][CH:6]=2)=[C:10]([N:16]2[C:20]([CH2:21][N:52]3[C:51](=[O:53])[C:50]4=[CH:54][CH:55]=[CH:56][CH:57]=[C:49]4[C:48]3=[O:58])=[C:19]([CH3:23])[N:18]=[C:17]2[CH2:24][N:25]([CH3:27])[CH3:26])[CH:11]=[CH:12][CH:13]=1. Procedure details: In the manner given in Example 3, 4'-fluoro-6-chloro-2-[2-[(dimethylamino)methyl]-4-methyl-5-hydroxymethylimidazol-1-yl]benzophenone, triphenylphosphine, phthalimide and thereafter diethyl azodicarboxylate are reacted together to give N-[[1-[3-chloro-2-(4-fluorobenzoyl)phenyl]-2-[(dimethylamino)methyl]-4-methylimidazol-5-yl]methyl]phthalimide.